This data is from the Open Reaction Database (ORD), a public repository of structured organic reaction records. The task is: describe an organic reaction: reactants, conditions, products, and yield The reactants are aqueous solution, C(C1=CC=CC=C1)(=O)C1(C(CCCC1)=O)CCC(=O)OCC1=CC=C(C=C1)OC (2-benzoyl-2-[2-(4-methoxybenzyloxycarbonyl)-ethyl]cyclohexanone), OO (hydrogen peroxide). Reagents/catalysts: S(O)(O)(=O)=O (sulphuric acid). The solvent is C(C)(C)(C)O (tert-butanol). Run at time 48 hour. Yields the product COC1=CC=C(COC(=O)CCC2(CCCC2)C(=O)O)C=C1 (1-[2-(4-Methoxybenzyloxycarbonyl)ethyl]1-cyclopentanecarboxylic acid). Isolated yield 44.5%. Reaction SMILES: [C:1]([C:9]1([CH2:16][CH2:17][C:18]([O:20][CH2:21][C:22]2[CH:27]=[CH:26][C:25]([O:28][CH3:29])=[CH:24][CH:23]=2)=[O:19])[CH2:14]CCC[C:10]1=[O:15])(=O)[C:2]1C=CC=C[CH:3]=1.[OH:30]O>C(O)(C)(C)C.S(=O)(=O)(O)O>[CH3:29][O:28][C:25]1[CH:26]=[CH:27][C:22]([CH2:21][O:20][C:18]([CH2:17][CH2:16][C:9]2([C:10]([OH:30])=[O:15])[CH2:14][CH2:3][CH2:2][CH2:1]2)=[O:19])=[CH:23][CH:24]=1. Reported procedure: To a solution of 2-benzoyl-2-[2-(4-methoxybenzyloxycarbonyl)-ethyl]cyclohexanone (see Preparation 9) (2.16 g, 5.47 mmol) in tert-butanol (4.3 ml) was added, dropwise, a 30% aqueous solution of hydrogen peroxide (0.74 ml, 6.56 mmol) and concentrated sulphuric acid (98% w/w, one drop) at room temperature. The mixture was stirred for 48 hours, partitioned between toluene (25 ml) and 5% aqueous sodium sulphite solution and the layers separated. The toluene layer was washed with dilute aqueous ammoni... The reactants are Brc1ccc(Br)nc1, CC(C)(C)OC(=O)N1CCC(CO)CC1, CS(C)=O, [H-], [Na+], O. The product is CC(C)(C)OC(=O)N1CCC(COc2ccc(Br)cn2)CC1. As a reaction SMILES: [Br:18][c:19]1[n:20][cH:21][c:22]([Br:25])[cH:23][cH:24]1.[C:1](=[O:2])([O:3][C:4]([CH3:5])([CH3:6])[CH3:7])[N:8]1[CH2:9][CH2:10][CH:11]([CH2:14][OH:15])[CH2:12][CH2:13]1.[CH3:26][S:27]([CH3:28])=[O:29].[H-:17].[Na+:16].[OH2:30]>>[C:1](=[O:2])([O:3][C:4]([CH3:5])([CH3:6])[CH3:7])[N:8]1[CH2:9][CH2:10][CH:11]([CH2:14][O:15][c:19]2[n:20][cH:21][c:22]([Br:25])[cH:23][cH:24]2)[CH2:12][CH2:13]1. Reaction conditions: time 14 hour. Yield: 20.5%. Solvent: ClCCl (dichloromethane). Reactants: ClC(=O)OCC (ethyl chloroformate), N1=CC=CC=C1 (pyridine), FC(C=1C=C(CN(C2=NN=NN2)C2C3=C(NCCC2)C=C(C(=C3)C)C(F)(F)F)C=C(C1)C(F)(F)F)(F)F ((3,5-bis-trifluoromethyl-benzyl)-(7-methyl-8-trifluoromethyl-2,3,4,5-tetrahydro-1H-benzo[b]azepin-5-yl)-(1H-tetrazol-5-yl)-amine). Yields the product C(C)OC(=O)N1C2=C(C(CCC1)N(C1=NN=NN1)CC1=CC(=CC(=C1)C(F)(F)F)C(F)(F)F)C=C(C(=C2)C(F)(F)F)C (5-[(3,5-Bis-trifluoromethyl-benzyl)-(1H-tetrazol-5-yl)-amino]-7-methyl-8-trifluoromethyl-2,3,4,5-tetrahydro-benzo[b]azepine-1-carboxylic acid ethyl ester). Reported procedure: Add ethyl chloroformate (0.24 mmol) and pyridine (0.24 mmol) to a dichloromethane (5 mL) solution of (3,5-bis-trifluoromethyl-benzyl)-(7-methyl-8-trifluoromethyl-2,3,4,5-tetrahydro-1H-benzo[b]azepin-5-yl)-(1H-tetrazol-5-yl)-amine (0.045 g, 0.08 mmol). After stirring 14 h, wash the reaction with 5% HCl (3 mL), water (3 mL) and brine (3 mL). Dry the organic portion over sodium sulfate and filter. Chromatograph the crude product, eluting with ethyl acetate/hexane (20-60%), to provide the title comp... As a reaction SMILES: Cl[C:2]([O:4][CH2:5][CH3:6])=[O:3].N1C=CC=CC=1.[F:13][C:14]([F:49])([F:48])[C:15]1[CH:16]=[C:17]([CH:41]=[C:42]([C:44]([F:47])([F:46])[F:45])[CH:43]=1)[CH2:18][N:19]([CH:25]1[CH2:31][CH2:30][CH2:29][NH:28][C:27]2[CH:32]=[C:33]([C:37]([F:40])([F:39])[F:38])[C:34]([CH3:36])=[CH:35][C:26]1=2)[C:20]1[NH:24][N:23]=[N:22][N:21]=1>ClCCl>[CH2:5]([O:4][C:2]([N:28]1[CH2:29][CH2:30][CH2:31][CH:25]([N:19]([CH2:18][C:17]2[CH:41]=[C:42]([C:44]([F:47])([F:46])[F:45])[CH:43]=[C:15]([C:14]([F:13])([F:49])[F:48])[CH:16]=2)[C:20]2[NH:24][N:23]=[N:22][N:21]=2)[C:26]2[CH:35]=[C:34]([CH3:36])[C:33]([C:37]([F:39])([F:38])[F:40])=[CH:32][C:27]1=2)=[O:3])[CH3:6].